This data is from the Open Reaction Database (ORD), a public repository of structured organic reaction records. The task is: describe an organic reaction: reactants, conditions, products, and yield The reactants are Cc1ccc(N)cc1, Nc1nc(Cl)cc(Cl)n1, [Na+], C1COCCO1, [OH-]. The product is Cc1ccc(Nc2cc(Cl)nc(N)n2)cc1. Reaction SMILES: [CH3:10][c:11]1[cH:12][cH:13][c:14]([NH2:15])[cH:16][cH:17]1.[Cl:1][c:2]1[n:3][c:4]([NH2:9])[n:5][c:6]([Cl:8])[cH:7]1.[Na+:19].[O:20]1[CH2:21][CH2:22][O:23][CH2:24][CH2:25]1.[OH-:18]>>[c:2]1([NH:15][c:14]2[cH:13][cH:12][c:11]([CH3:10])[cH:17][cH:16]2)[n:3][c:4]([NH2:9])[n:5][c:6]([Cl:8])[cH:7]1. The reactants are [Ba+2], CCO, [OH-], [OH-], O, CC(C)(O)CC1COC(=O)N1. The product is CC(C)(O)CC(N)CO. As a reaction SMILES: [Ba+2:13].[CH3:15][CH2:16][OH:17].[OH-:12].[OH-:14].[OH2:18].[OH:1][C:2]([CH2:3][CH:4]1[NH:5][C:6](=[O:9])[O:7][CH2:8]1)([CH3:10])[CH3:11]>>[OH:1][C:2]([CH2:3][CH:4]([NH2:5])[CH2:8][OH:7])([CH3:10])[CH3:11]. Reaction SMILES: [C:1]([O:5][C:6]([N:8]1[CH2:13][CH2:12][C:11]([C:15]#[CH:16])([CH3:14])[CH2:10][CH2:9]1)=[O:7])([CH3:4])([CH3:3])[CH3:2].[Cl:17][C:18]1[CH:23]=[C:22](I)[C:21]([OH:25])=[CH:20][N:19]=1>>[C:1]([O:5][C:6]([N:8]1[CH2:13][CH2:12][C:11]([C:15]2[O:25][C:21]3=[CH:20][N:19]=[C:18]([Cl:17])[CH:23]=[C:22]3[CH:16]=2)([CH3:14])[CH2:10][CH2:9]1)=[O:7])([CH3:4])([CH3:3])[CH3:2]. Starting materials: C(C)(C)(C)OC(=O)N1CCC(CC1)(C)C#C (4-ethynyl-4-methyl-piperidine-1-carboxylic acid tert-butyl ester), ClC1=NC=C(C(=C1)I)O (2-chloro-5-hydroxy-4-iodo-pyridine), Intermediate 5. The product is C(C)(C)(C)OC(=O)N1CCC(CC1)(C)C1=CC=2C(=CN=C(C2)Cl)O1 (4-(5-chloro-furo[2,3-c]pyridin-2-yl)-4-methyl-piperidine-1-carboxylic acid tert-butyl ester). Procedure details: The title compound is prepared from 4-ethynyl-4-methyl-piperidine-1-carboxylic acid tert-butyl ester and 2-chloro-5-hydroxy-4-iodo-pyridine following a procedure analogous to that described for Intermediate 5. LC (method 4): tR=1.76 min; Mass spectrum (ESI+): m/z=351/353 (Cl) [M+H]+. Starting materials: N(=[N+]=[N-])CC(OCC)=NC1=C(C(=O)C2=CC=CC=C2)C=C(C=C1)Cl (2-(2-azido-1-ethoxyethylideneamino)-5-chlorobenzophenone), CO (methanol), [Cl-].[NH4+] (ammonium chloride). The reagents and catalysts are [Zn] (zinc). Run in O (water). Reaction conditions: time 10 minute. Yields the product ClC=1C=CC2=C(C(=NCC(=N2)OCC)C2=CC=CC=C2)C1 (7-chloro-2-ethoxy-5-phenyl-3H-1,4-benzodiazepine). Reaction SMILES: [N:1]([CH2:4][C:5](=[N:9][C:10]1[CH:23]=[CH:22][C:21]([Cl:24])=[CH:20][C:11]=1[C:12]([C:14]1[CH:19]=[CH:18][CH:17]=[CH:16][CH:15]=1)=O)[O:6][CH2:7][CH3:8])=[N+]=[N-].CO.[Cl-].[NH4+]>[Zn].O>[Cl:24][C:21]1[CH:22]=[CH:23][C:10]2[N:9]=[C:5]([O:6][CH2:7][CH3:8])[CH2:4][N:1]=[C:12]([C:14]3[CH:19]=[CH:18][CH:17]=[CH:16][CH:15]=3)[C:11]=2[CH:20]=1 |f:2.3|. Procedure details: To a solution of 1.7 part of 2-(2-azido-1-ethoxyethylideneamino)-5-chlorobenzophenone produced in Step (2) of Example 1 in 50 parts by volume of methanol is added a solution of 1.6 part of ammonium chloride in 5 parts by volume of water. To the mixture is added 1 part of zinc powder with stirring. After 10 minutes, the resulting precipitates are removed by filtration. The filtrate is poured into 100 parts by volume of water, and extracted with ethyl acetate. Ethyl acetate layer is washed with wa...